Dataset: the Open Reaction Database (ORD), a public repository of structured organic reaction records. Task: describe an organic reaction: reactants, conditions, products, and yield Reactants: CSC(N1CCN(CC1)C(=O)OC(C)(C)C)=NC1=NC=CC=C1 (tert-butyl 4-(methylthio(pyridin-2-ylimino)methyl)piperazine-1-carboxylate), [N-]=[N+]=[N-].[Na+] (sodium azide). The reagents and catalysts are [Hg](Cl)Cl (mercury(II)chloride). Solvent: CN(C)C=O (DMF). Conditions: temperature 25 celsius, time 19 day. The product is N1=C(C=CC=C1)N1N=NN=C1N1CCN(CC1)C(=O)OC(C)(C)C (tert-butyl 4-(1-(pyridin-2-yl)-1H-tetrazol-5-yl)piperazine-1-carboxylate). The yield is 84.7%. As a reaction SMILES: CS[C:3](=[N:17][C:18]1[CH:23]=[CH:22][CH:21]=[CH:20][N:19]=1)[N:4]1[CH2:9][CH2:8][N:7]([C:10]([O:12][C:13]([CH3:16])([CH3:15])[CH3:14])=[O:11])[CH2:6][CH2:5]1.[N-:24]=[N+:25]=[N-:26].[Na+]>CN(C=O)C.[Hg](Cl)Cl>[N:19]1[CH:20]=[CH:21][CH:22]=[CH:23][C:18]=1[N:17]1[C:3]([N:4]2[CH2:9][CH2:8][N:7]([C:10]([O:12][C:13]([CH3:16])([CH3:15])[CH3:14])=[O:11])[CH2:6][CH2:5]2)=[N:26][N:25]=[N:24]1 |f:1.2|. Procedure details: Part C: To a solution of tert-butyl 4-(methylthio(pyridin-2-ylimino)methyl)piperazine-1-carboxylate (12.00 g, 36.0 mmol) in DMF (200 mL) at 25° C. was added sodium azide (11.60 g, 178 mmol), followed by mercury(II)chloride (10.90 g, 40.0 mmol), and the resulting mixture was stirred at 25° C. for 19 d. The mixture then was filtered, and the solids were washed with DMF. The combined filtrate was concentrated under vacuum, and the residue was diluted with ethyl acetate. The resulting mixture was fi... Reactants: O1N=CN=C1C1=CC=C(C=C1)O (4-(1,2,4-oxadiazol-5-yl)phenol), BrCCCCCC1=CC(=NO1)C (5-(5-bromopentyl)-3-methylisoxazole). Yields the product O1N=CN=C1C1=CC=C(OCCCCCC2=CC(=NO2)C)C=C1 (5-{5-[4-(1,2,4-oxadiazol-5-yl)phenoxy]pentyl}-3-methylisoxazole). As a reaction SMILES: [O:1]1[C:5]([C:6]2[CH:11]=[CH:10][C:9]([OH:12])=[CH:8][CH:7]=2)=[N:4][CH:3]=[N:2]1.Br[CH2:14][CH2:15][CH2:16][CH2:17][CH2:18][C:19]1[O:23][N:22]=[C:21]([CH3:24])[CH:20]=1>>[O:1]1[C:5]([C:6]2[CH:11]=[CH:10][C:9]([O:12][CH2:14][CH2:15][CH2:16][CH2:17][CH2:18][C:19]3[O:23][N:22]=[C:21]([CH3:24])[CH:20]=3)=[CH:8][CH:7]=2)=[N:4][CH:3]=[N:2]1. Reported procedure: It is further contemplated that 4-(1,2,4-oxadiazol-5-yl)phenol can be caused to react with 5-(5-bromopentyl)-3-methylisoxazole according to the procedure of Example 1 to give 5-{5-[4-(1,2,4-oxadiazol-5-yl)phenoxy]pentyl}-3-methylisoxazole [II; R1 and R2 =H, Het=1,2,4-oxadiazol-5-yl]. Starting materials: Cc1cc2nc(N3CCS(=O)c4ccccc4C3)nc(NC3CCN(C(=O)OCc4ccccc4)C3)c2s1, CO, [K+], [OH-]. Yields the product Cc1cc2nc(N3CCS(=O)c4ccccc4C3)nc(NC3CCNC3)c2s1. RXN SMILES: [CH2:1]([O:2][C:3](=[O:4])[N:11]1[CH2:12][CH:13]([NH:16][c:17]2[n:18][c:19]([N:27]3[CH2:28][CH2:29][S:30](=[O:38])[c:31]4[c:32]([cH:34][cH:35][cH:36][cH:37]4)[CH2:33]3)[n:20][c:21]3[c:22]2[s:23][c:24]([CH3:26])[cH:25]3)[CH2:14][CH2:15]1)[c:5]1[cH:6][cH:7][cH:8][cH:9][cH:10]1.[CH3:41][OH:42].[K+:40].[OH-:39]>>[NH:11]1[CH2:12][CH:13]([NH:16][c:17]2[n:18][c:19]([N:27]3[CH2:28][CH2:29][S:30](=[O:38])[c:31]4[c:32]([cH:34][cH:35][cH:36][cH:37]4)[CH2:33]3)[n:20][c:21]3[c:22]2[s:23][c:24]([CH3:26])[cH:25]3)[CH2:14][CH2:15]1. Reactants: O (water), [H-].[Na+] (Sodium hydride), ClCC=1C=CC(=NC1)OCC=1N=C(SC1)C1=CC=CC=C1 (5-chloromethyl-2-(2-phenyl-4-thiazolylmethoxy)pyridine), C1(=CC=CC=C1)C1=NNC=C1CCC(=O)OCC (ethyl 3-(3-phenyl-1H-pyrazol-4-yl)propionate), CN(C=O)C (N,N-dimethylformamide). Conditions: time 1 hour. Product: C1(=CC=CC=C1)C1=NN(C=C1CCC(=O)OCC)CC=1C(=NC=CC1)OCC=1N=C(SC1)C1=CC=CC=C1 (ethyl 3-[3-phenyl-1-[2-(2-phenyl-4-thiazolylmethoxy)-3-pyridylmethyl]-1H-pyrazol-4-yl]propionate). The yield is 74.0%. As a reaction SMILES: [H-].[Na+].ClC[C:5]1[CH:6]=[CH:7][C:8]([O:11][CH2:12][C:13]2[N:14]=[C:15]([C:18]3[CH:23]=[CH:22][CH:21]=[CH:20][CH:19]=3)[S:16][CH:17]=2)=[N:9][CH:10]=1.[C:24]1([C:30]2[C:34]([CH2:35][CH2:36][C:37]([O:39][CH2:40][CH3:41])=[O:38])=[CH:33][NH:32][N:31]=2)[CH:29]=[CH:28][CH:27]=[CH:26][CH:25]=1.O.[CH3:43]N(C)C=O>>[C:24]1([C:30]2[C:34]([CH2:35][CH2:36][C:37]([O:39][CH2:40][CH3:41])=[O:38])=[CH:33][N:32]([CH2:43][C:7]3[C:8]([O:11][CH2:12][C:13]4[N:14]=[C:15]([C:18]5[CH:19]=[CH:20][CH:21]=[CH:22][CH:23]=5)[S:16][CH:17]=4)=[N:9][CH:10]=[CH:5][CH:6]=3)[N:31]=2)[CH:25]=[CH:26][CH:27]=[CH:28][CH:29]=1 |f:0.1|. Reported procedure: Sodium hydride (60%, oily, 70.0 mg) was added to a solution of 5-chloromethyl-2-(2-phenyl-4-thiazolylmethoxy)pyridine (554 mg), ethyl 3-(3-phenyl-1H-pyrazol-4-yl)propionate (428 mg) in N,N-dimethylformamide (10 ml) at 0° C., and the mixture was stirred at room temperature for 1 hour. The reaction mixture was poured into water, and extracted with ethyl acetate. The ethyl acetate layer was washed with saturated aqueous sodium chloride solution, dried (MgSO4) and concentrated. The residue was subje... Reactants: OC1=C(C=CC(=C1CCC)OCCCCCC1=NN=NN1)C(C)=O (1-[2-Hydroxy-3-propyl-4-[5-(1H-tetrazol-5-yl)pentyloxy]phenyl]ethanone), Br.BrCCCCC=1C=NC=CC1 (3-(4-bromobutyl)pyridine hydrobromide). The product is OC1=C(C=CC(=C1CCC)OCCCCCC1=NN=NN1CCCCC=1C=NC=CC1)C(C)=O (1-[2-hydroxy-3-propyl-4-[5-[1-[4-(3-pyridinyl)butyl]-1H-tetrazol-5-yl]pentyloxy]phenyl]ethanone). Reaction SMILES: [OH:1][C:2]1[C:7]([CH2:8][CH2:9][CH3:10])=[C:6]([O:11][CH2:12][CH2:13][CH2:14][CH2:15][CH2:16][C:17]2[NH:21][N:20]=[N:19][N:18]=2)[CH:5]=[CH:4][C:3]=1[C:22](=[O:24])[CH3:23].Br.Br[CH2:27][CH2:28][CH2:29][CH2:30][C:31]1[CH:32]=[N:33][CH:34]=[CH:35][CH:36]=1>>[OH:1][C:2]1[C:7]([CH2:8][CH2:9][CH3:10])=[C:6]([O:11][CH2:12][CH2:13][CH2:14][CH2:15][CH2:16][C:17]2[N:21]([CH2:27][CH2:28][CH2:29][CH2:30][C:31]3[CH:32]=[N:33][CH:34]=[CH:35][CH:36]=3)[N:20]=[N:19][N:18]=2)[CH:5]=[CH:4][C:3]=1[C:22](=[O:24])[CH3:23] |f:1.2|. Procedure details: 1-[2-Hydroxy-3-propyl-4-[5-(1H-tetrazol-5-yl)pentyloxy]phenyl]ethanone was allowed to react with 3-(4-bromobutyl)pyridine hydrobromide according to procedure B and the product was purified by high pressure liquid chromatography to give 1-[2-hydroxy-3-propyl-4-[5-[1-[4-(3-pyridinyl)butyl]-1H-tetrazol-5-yl]pentyloxy]phenyl]ethanone, which is the N-1 isomer, and 1-[2-hydroxy-3-propyl-4-[5-[2-[4-(3-pyridinyl)butyl]-2H-tetrazol-5-yl]pentyloxy]phenyl]ethanone, which is the N-2 isomer. Reactants: COC(=O)c1ccc(CBr)cc1, CCOC(C)=O, [H-], [Na+], CN(C)C=O, c1ccc2[nH]ccc2c1. Yields the product COC(=O)c1ccc(Cn2ccc3ccccc32)cc1. As a reaction SMILES: [Br:12][CH2:13][c:14]1[cH:15][cH:16][c:17]([C:18](=[O:19])[O:20][CH3:21])[cH:22][cH:23]1.[CH3:29][CH2:30][O:31][C:32]([CH3:33])=[O:34].[H-:10].[Na+:11].[O:24]=[CH:25][N:26]([CH3:27])[CH3:28].[nH:1]1[cH:2][cH:3][c:4]2[cH:5][cH:6][cH:7][cH:8][c:9]12>>[n:1]1([CH2:13][c:14]2[cH:15][cH:16][c:17]([C:18](=[O:19])[O:20][CH3:21])[cH:22][cH:23]2)[cH:2][cH:3][c:4]2[cH:5][cH:6][cH:7][cH:8][c:9]12.